This data is from the Open Reaction Database (ORD), a public repository of structured organic reaction records. The task is: describe an organic reaction: reactants, conditions, products, and yield Reactants: CCCCBr, COc1cc(C(=O)C=Cc2c[nH]c3ccccc23)cc(OC)c1OC. The product is CCCCn1cc(C=CC(=O)c2cc(OC)c(OC)c(OC)c2)c2ccccc21. Reaction SMILES: [CH2:26]([CH2:27][CH2:28][CH3:29])[Br:30].[nH:1]1[cH:2][c:3]([CH:10]=[CH:11][C:12](=[O:13])[c:14]2[cH:15][c:16]([O:24][CH3:25])[c:17]([O:22][CH3:23])[c:18]([O:20][CH3:21])[cH:19]2)[c:4]2[cH:5][cH:6][cH:7][cH:8][c:9]12>>[n:1]1([CH2:26][CH2:27][CH2:28][CH3:29])[cH:2][c:3]([CH:10]=[CH:11][C:12](=[O:13])[c:14]2[cH:15][c:16]([O:24][CH3:25])[c:17]([O:22][CH3:23])[c:18]([O:20][CH3:21])[cH:19]2)[c:4]2[cH:5][cH:6][cH:7][cH:8][c:9]12. Starting materials: NC1=C(C=C(C=C1)C=1C(CC(NN1)=O)CC)O (6-(4-amino-3-hydroxy-phenyl)-5-ethyl-4,5-dihydro-2H-pyridazin-3-one), FC1=C(C(=O)Cl)C=CC(=C1)OC (2-fluoro-4-methoxybenzoyl chloride), N1=CC=CC=C1 (pyridine), O.C1(=CC=C(C=C1)S(=O)(=O)O)C (para-toluenesulphonic acid monohydrate). Run in C=1(C(=CC=CC1)C)C (xylene). Product: C(C)C1CC(NN=C1C1=CC2=C(N=C(O2)C2=C(C=C(C=C2)OC)F)C=C1)=O (5-ethyl-6-[2-(2-fluoro-4-methoxy-phenyl)-benzoxazol-6-yl]-4,5-dihydro-2H-pyridazin-3-one). RXN SMILES: [NH2:1][C:2]1[CH:7]=[CH:6][C:5]([C:8]2[CH:9]([CH2:15][CH3:16])[CH2:10][C:11](=[O:14])[NH:12][N:13]=2)=[CH:4][C:3]=1[OH:17].[F:18][C:19]1[CH:27]=[C:26]([O:28][CH3:29])[CH:25]=[CH:24][C:20]=1[C:21](Cl)=O.N1C=CC=CC=1.O.C1(C)C=CC(S(O)(=O)=O)=CC=1>C1(C)C(C)=CC=CC=1>[CH2:15]([CH:9]1[C:8]([C:5]2[CH:6]=[CH:7][C:2]3[N:1]=[C:21]([C:20]4[CH:24]=[CH:25][C:26]([O:28][CH3:29])=[CH:27][C:19]=4[F:18])[O:17][C:3]=3[CH:4]=2)=[N:13][NH:12][C:11](=[O:14])[CH2:10]1)[CH3:16] |f:3.4|. Procedure: 200 mg (857 μmol) 6-(4-amino-3-hydroxy-phenyl)-5-ethyl-4,5-dihydro-2H-pyridazin-3-one are refluxed together with 170 mg (901 μmol) 2-fluoro-4-methoxybenzoyl chloride, 70 mg (885 μmol) pyridine, 160 mg (841 μmol) para-toluenesulphonic acid monohydrate and 5 ml xylene for 4 h. The reaction mixture is evaporated down completely i.V. and the residue is crystallised from acetonitrile. The reactants are O=C[C@H](O)[C@@H](O)[C@H](O)[C@H](O)CO (D-glucose), C(CCCCCCC)NCCCN (3-octylamino-propylamine). The product is C(CCCCCCC)NCCCNC[C@H](O)[C@@H](O)[C@H](O)[C@H](O)CO (N-(3-octylamino-propyl)-glucamine). RXN SMILES: O=[CH:2][C@@H:3]([C@H:5]([C@@H:7]([C@@H:9]([CH2:11][OH:12])[OH:10])[OH:8])[OH:6])[OH:4].[CH2:13]([NH:21][CH2:22][CH2:23][CH2:24][NH2:25])[CH2:14][CH2:15][CH2:16][CH2:17][CH2:18][CH2:19][CH3:20]>>[CH2:13]([NH:21][CH2:22][CH2:23][CH2:24][NH:25][CH2:2][C@@H:3]([C@H:5]([C@@H:7]([C@@H:9]([CH2:11][OH:12])[OH:10])[OH:8])[OH:6])[OH:4])[CH2:14][CH2:15][CH2:16][CH2:17][CH2:18][CH2:19][CH3:20]. Reported procedure: The product was made from D-glucose and 3-octylamino-propylamine comparable as in Example A. The reactants are O[C@@H]1C[C@H](N(C1)C(CC(C1=CC=CC=C1)(C1=CC=CC=C1)C1=CC=CC=C1)=O)C(=O)N1[C@H](CCC1)C(=O)NC[C@H]1CNCCC1 ((2R)-1-{(2S,4R)-4-hydroxy-1-(3,3,3-triphenylpropanoyl)pyrrolidin-2-yl}carbonyl-N-((3R) -3-piperidyl-methyl)pyrrolidine-2-carboxamide), CC(=O)C1CCCCC1 (cyclohexyl methyl ketone). Product: C1(CCCCC1)C(C)N1C[C@@H](CCC1)CNC(=O)[C@@H]1N(CCC1)C(=O)[C@H]1N(C[C@@H](C1)O)C(CC(C1=CC=CC=C1)(C1=CC=CC=C1)C1=CC=CC=C1)=O ((2R)-N-({(3S)-1-(1-cyclohexylethyl)-3-piperidyl}methyl)-1-{(2S,4R)-4-hydroxy-1-(3,3,3-triphenylpropanoyl)pyrrolidin-2-yl}carbonylpyrrolidine-2-carboxamide). Reaction SMILES: [OH:1][C@H:2]1[CH2:6][N:5]([C:7](=[O:28])[CH2:8][C:9]([C:22]2[CH:27]=[CH:26][CH:25]=[CH:24][CH:23]=2)([C:16]2[CH:21]=[CH:20][CH:19]=[CH:18][CH:17]=2)[C:10]2[CH:15]=[CH:14][CH:13]=[CH:12][CH:11]=2)[C@H:4]([C:29]([N:31]2[CH2:35][CH2:34][CH2:33][C@@H:32]2[C:36]([NH:38][CH2:39][C@@H:40]2[CH2:45][CH2:44][CH2:43][NH:42][CH2:41]2)=[O:37])=[O:30])[CH2:3]1.[CH3:46][C:47]([CH:49]1[CH2:54][CH2:53][CH2:52][CH2:51][CH2:50]1)=O>>[CH:49]1([CH:47]([N:42]2[CH2:43][CH2:44][CH2:45][C@@H:40]([CH2:39][NH:38][C:36]([C@H:32]3[CH2:33][CH2:34][CH2:35][N:31]3[C:29]([C@@H:4]3[CH2:3][C@@H:2]([OH:1])[CH2:6][N:5]3[C:7](=[O:28])[CH2:8][C:9]([C:22]3[CH:27]=[CH:26][CH:25]=[CH:24][CH:23]=3)([C:10]3[CH:11]=[CH:12][CH:13]=[CH:14][CH:15]=3)[C:16]3[CH:21]=[CH:20][CH:19]=[CH:18][CH:17]=3)=[O:30])=[O:37])[CH2:41]2)[CH3:46])[CH2:54][CH2:53][CH2:52][CH2:51][CH2:50]1. Procedure: The title compound was prepared by a method similar to Step 3 of Example 17, using (2R)-1-{(2S,4R)-4-hydroxy-1-(3,3,3-triphenylpropanoyl)pyrrolidin-2-yl}carbonyl-N-((3R) -3-piperidyl-methyl)pyrrolidine-2-carboxamide and cyclohexyl methyl ketone. The compound was obtained as a white solid. Starting materials: C(C1=CC=CC=C1)OC1=C2C3CCC(C2=C(C=C1CC(CO)O)OC)CC3 ((±)-3-[5-(benzyloxy)-8-methoxy-1,2,3,4-tetrahydro-1,4-ethanonaphthalen-6-yl]propane-1,2-diol), C1(=CC=C(C=C1)S(=O)(=O)Cl)C (p-toluenesulfonyl chloride), Intermediate 18. Run in N1=CC=CC=C1 (pyridine). The product is CC1=CC=C(C=C1)S(=O)(=O)OCC(CC=1C(=C2C3CCC(C2=C(C1)OC)CC3)OCC3=CC=CC=C3)O ((±)-3-[5-(benzyloxy)-8-methoxy-1,2,3,4-tetrahydro-1,4-ethanonaphthalen-6-yl]-2-hydroxypropyl 4-methylbenzenesulfonate). Isolated yield 89.5%. As a reaction SMILES: [CH2:1]([O:8][C:9]1[C:18]([CH2:19][CH:20]([OH:23])[CH2:21][OH:22])=[CH:17][C:16]([O:24][CH3:25])=[C:15]2[C:10]=1[CH:11]1[CH2:27][CH2:26][CH:14]2[CH2:13][CH2:12]1)[C:2]1[CH:7]=[CH:6][CH:5]=[CH:4][CH:3]=1.[C:28]1([CH3:38])[CH:33]=[CH:32][C:31]([S:34](Cl)(=[O:36])=[O:35])=[CH:30][CH:29]=1>N1C=CC=CC=1>[CH3:38][C:28]1[CH:33]=[CH:32][C:31]([S:34]([O:22][CH2:21][CH:20]([OH:23])[CH2:19][C:18]2[C:9]([O:8][CH2:1][C:2]3[CH:3]=[CH:4][CH:5]=[CH:6][CH:7]=3)=[C:10]3[C:15](=[C:16]([O:24][CH3:25])[CH:17]=2)[CH:14]2[CH2:13][CH2:12][CH:11]3[CH2:27][CH2:26]2)(=[O:36])=[O:35])=[CH:30][CH:29]=1. Procedure details: Treatment of (±)-3-[5-(benzyloxy)-8-methoxy-1,2,3,4-tetrahydro-1,4-ethanonaphthalen-6-yl]propane-1,2-diol (15.82 g, 0.043 mol) with p-toluenesulfonyl chloride (9.00 g, 0.047 mol) in anhydrous pyridine (400 mL) generally according to the procedure described for Intermediate 18 gave 20.12 g (90%) of (±)-3-[5-(benzyloxy)-8-methoxy-1,2,3,4-tetrahydro-1,4-ethanonaphthalen-6-yl]-2-hydroxypropyl 4-methylbenzenesulfonate as a colorless oil. Anal. calcd. for C30H34O6S.0.5H2O: C, 67.77; H, 6.64. Found: C,... Reactants: C(C)(C)(C)OC(=O)N1[C@@H](CC(C1)=NOC)C(=O)O ((2S,4EZ)-1-(tert-butoxycarbonyl)-4-(methoxyimino)-2-pyrrolidinecarboxylic acid), FC(C1=C(C=CC=C1)C1=CC=C(C=C1)C(=O)O)(F)F (2′-(trifluoromethyl)[1,1′-biphenyl]-4-carboxylic acid), NC[C@@H](O)C1=CC=CC=C1 ((1S)-2-amino-1-phenylethanol). Yields the product O[C@H](CNC(=O)[C@H]1N(CC(C1)=NOC)C(=O)C1=CC=C(C=C1)C1=C(C=CC=C1)C(F)(F)F)C1=CC=CC=C1 ((2S,4EZ)-N-[(2S)-2-hydroxy-2-phenylethyl]-4-(methoxyimino)-1-{[2′-(trifluoromethyl)[1,1′-biphenyl]-4-yl]carbonyl}-2-pyrrolidinecarboxamide). As a reaction SMILES: C(O[C:6]([N:8]1[CH2:12][C:11](=[N:13][O:14][CH3:15])[CH2:10][C@H:9]1[C:16]([OH:18])=O)=[O:7])(C)(C)C.[F:19][C:20]([F:37])([F:36])[C:21]1[CH:26]=[CH:25][CH:24]=[CH:23][C:22]=1[C:27]1[CH:32]=[CH:31][C:30](C(O)=O)=[CH:29][CH:28]=1.[NH2:38][CH2:39][C@H:40]([C:42]1[CH:47]=[CH:46][CH:45]=[CH:44][CH:43]=1)[OH:41]>>[OH:41][C@@H:40]([C:42]1[CH:47]=[CH:46][CH:45]=[CH:44][CH:43]=1)[CH2:39][NH:38][C:16]([C@@H:9]1[CH2:10][C:11](=[N:13][O:14][CH3:15])[CH2:12][N:8]1[C:6]([C:30]1[CH:29]=[CH:28][C:27]([C:22]2[CH:23]=[CH:24][CH:25]=[CH:26][C:21]=2[C:20]([F:19])([F:36])[F:37])=[CH:32][CH:31]=1)=[O:7])=[O:18]. Procedure: Following the general method as outlined in Example 22, starting from (2S,4EZ)-1-(tert-butoxycarbonyl)-4-(methoxyimino)-2-pyrrolidinecarboxylic acid, 2′-(trifluoromethyl)[1,1′-biphenyl]-4-carboxylic acid, and (1S)-2-amino-1-phenylethanol, the title compound was obtained in 87% purity by HPLC. MS(ESI+): m/z=526. The reactants are C(C)[C@]12[C@H](CC[C@H]2[C@H]2[C@H](CC1)[C@H]1CCC(C=C1C=C2)=O)OC(C)=O (13-ethyl-17β-acetoxygona-4,6-dien-3-one), Cl (hydrogen chloride), C[Mg]Br (methyl magnesium bromide), cuprous chloride. Solvent: O1CCCC1 (tetrahydrofuran), O1CCCC1 (tetrahydrofuran). Reaction conditions: time 20 minute. Product: C(C)[C@]12[C@H](CC[C@H]2[C@H]2[C@H](CC1)[C@H]1CCC(C=C1CC2C)=O)O (13β-Ethyl-17β-hydroxy-7-methylgon-4-en-3-one). RXN SMILES: C([C@:3]12[CH2:11][CH2:10][C@@H:9]3[C@@H:12]4[C:17]([CH:18]=[CH:19][C@H:8]3[C@@H:7]1[CH2:6][CH2:5][C@@H:4]2[O:21]C(=O)C)=[CH:16][C:15](=O)[CH2:14][CH2:13]4)C.C[Mg]Br.Cl>O1CCCC1>[CH2:6]([C@:5]12[CH2:14][CH2:13][C@@H:12]3[C@@H:17]4[C:16]([CH2:15][CH:8]([CH3:19])[C@H:9]3[C@@H:10]1[CH2:11][CH2:3][C@@H:4]2[OH:21])=[CH:5][C:4](=[O:21])[CH2:3][CH2:18]4)[CH3:7]. Procedure: Add dl-13-ethyl-17β-acetoxygona-4,6-dien-3-one (2.0 g) in tetrahydrofuran (30 cc) to tetrahydrofuran (20 cc) containing 3 moles methyl magnesium bromide (16 cc) and cuprous chloride (299 mg) at 0°. Stir for 20 minutes and pour into ice-cold brine saturated with hydrogen chloride. Extract with ether and chromatograph on Grade 2.5 neutral alumina. To obtain the title compound, recrystallize from ethyl acetate-hexane (0.56 g), m.p. 152°-154°; λ max. KBr 2.98, 6.02 μ; λ max. EtOH 242 mμ (ε16,730). The reactants are C1(C=2C(C(=O)O1)=CC=CC2)=O (phthalic anhydride), [N+](=O)([O-])CC (nitroethane), C=CCCCC (1-hexene). Run in C(C)N(CC)CC (triethylamine). Product: CC1=NOC(C1)CCCC (3-methyl-5-butylisoxazoline). Reaction SMILES: [C:1]1(=O)O[C:4](=O)[C:3]2=[CH:7][CH:8]=[CH:9][CH:10]=[C:2]12.[N+:12](CC)([O-])=[O:13].C=CCCCC>C(N(CC)CC)C>[CH3:1][C:2]1[CH2:10][CH:9]([CH2:8][CH2:7][CH2:3][CH3:4])[O:13][N:12]=1. Reported procedure: A reactor was charged with 20.0 parts phthalic anhydride, 20.9 parts nitroethane, 34.0 parts 1-hexene and heated to reflux. Then, 13.8 parts of triethylamine was slowly added over a one hour period. The mixture was refluxed for 20 hours. The product mixture was vacuum fractionally distilled to provide 3-methyl-5-butylisoxazoline in good yields.